From a dataset of the Open Reaction Database (ORD), a public repository of structured organic reaction records. describe an organic reaction: reactants, conditions, products, and yield Reactants: C1CCOC1, [Li+], COC(=O)C(CC(=O)N1CCC(N2Cc3ccccc3NC2=O)CC1)Cc1cc(Cl)c(N)c(C(F)(F)F)c1, [OH-], O, O. Yields the product Nc1c(Cl)cc(CC(CC(=O)N2CCC(N3Cc4ccccc4NC3=O)CC2)C(=O)O)cc1C(F)(F)F. Reaction SMILES: [CH2:43]1[O:44][CH2:45][CH2:46][CH2:47]1.[Li+:3].[NH2:4][c:5]1[c:6]([Cl:41])[cH:7][c:8]([CH2:9][CH:10]([C:11](=[O:12])[O:13][CH3:14])[CH2:15][C:16]([N:17]2[CH2:18][CH2:19][CH:20]([N:23]3[C:24](=[O:33])[NH:25][c:26]4[cH:27][cH:28][cH:29][cH:30][c:31]4[CH2:32]3)[CH2:21][CH2:22]2)=[O:34])[cH:35][c:36]1[C:37]([F:38])([F:39])[F:40].[OH-:2].[OH2:1].[OH2:42]>>[NH2:4][c:5]1[c:6]([Cl:41])[cH:7][c:8]([CH2:9][CH:10]([C:11](=[O:12])[OH:13])[CH2:15][C:16]([N:17]2[CH2:18][CH2:19][CH:20]([N:23]3[C:24](=[O:33])[NH:25][c:26]4[cH:27][cH:28][cH:29][cH:30][c:31]4[CH2:32]3)[CH2:21][CH2:22]2)=[O:34])[cH:35][c:36]1[C:37]([F:38])([F:39])[F:40]. Reactants: O=C([O-])[O-], COC(=O)C(Cc1ccc(Cl)cc1Cl)=NO, CI, CN(C)C=O, [K+], [K+], O. The product is CON=C(Cc1ccc(Cl)cc1Cl)C(=O)OC. Reaction SMILES: [C:17](=[O:18])([O-:19])[O-:20].[CH3:1][O:2][C:3]([C:4]([CH2:5][c:6]1[c:7]([Cl:13])[cH:8][c:9]([Cl:12])[cH:10][cH:11]1)=[N:14][OH:15])=[O:16].[CH3:23][I:24].[CH3:26][N:27]([CH3:28])[CH:29]=[O:30].[K+:21].[K+:22].[OH2:25]>>[CH3:1][O:2][C:3]([C:4]([CH2:5][c:6]1[c:7]([Cl:13])[cH:8][c:9]([Cl:12])[cH:10][cH:11]1)=[N:14][O:15][CH3:17])=[O:16]. The reactants are Cl (Hydrochloric acid), CC(CC=1N=C(N(C1)S(=O)(=O)N(C)C)C(CC1=CC=C(C=C1)C1=NC=C(C=C1)F)OC)(CC)C (4-(2,2-dimethylbutyl)-2-{2-[4-(5-fluoropyridin-2-yl)phenyl]-1-methoxyethyl}-N,N-dimethyl-1H-imidazole-1-sulfonamide). Solvent: O1CCCC1 (tetrahydrofuran). Conditions: temperature 70 celsius. Product: CC(CC=1N=C(NC1)C(CC1=CC=C(C=C1)C1=NC=C(C=C1)F)O)(CC)C (1-[4-(2,2-dimethylbutyl)-1H-imidazol-2-yl]-2-[4-(5-fluoropyridin-2-yl)phenyl]ethanol). Reaction SMILES: Cl.[CH3:2][C:3]([CH3:35])([CH2:33][CH3:34])[CH2:4][C:5]1[N:6]=[C:7]([CH:16]([O:31]C)[CH2:17][C:18]2[CH:23]=[CH:22][C:21]([C:24]3[CH:29]=[CH:28][C:27]([F:30])=[CH:26][N:25]=3)=[CH:20][CH:19]=2)[N:8](S(N(C)C)(=O)=O)[CH:9]=1>O1CCCC1>[CH3:2][C:3]([CH3:35])([CH2:33][CH3:34])[CH2:4][C:5]1[N:6]=[C:7]([CH:16]([OH:31])[CH2:17][C:18]2[CH:23]=[CH:22][C:21]([C:24]3[CH:29]=[CH:28][C:27]([F:30])=[CH:26][N:25]=3)=[CH:20][CH:19]=2)[NH:8][CH:9]=1. Reported procedure: 1.5 N Hydrochloric acid (1 mL) was added to an ambient temperature solution of 4-(2,2-dimethylbutyl)-2-{2-[4-(5-fluoropyridin-2-yl)phenyl]-1-methoxyethyl}-N,N-dimethyl-1H-imidazole-1-sulfonamide in tetrahydrofuran (1 mL). After heating in a sealed tube at 70° C. for 2 h, the reaction mixture was cooled to 0° C., quenched with 10% aqueous sodium hydroxide and extracted with ethyl acetate. The combined organic extracts were dried (magnesium sulfate) and concentrated in vacuo. Preparatory plate chr... Reported procedure: This compound was prepared similarly to Preparation C starting from 1-benzyloxycarbonylpiperidine-4-carboxylic acid chloride and N-methylbenzylamine, and was used directly in Example 10. This intermediate was characterised as the hydrochloride salt, m.p. 175°-176°. As a reaction SMILES: C(OC([N:11]1[CH2:16][CH2:15][CH:14]([C:17](Cl)=[O:18])[CH2:13][CH2:12]1)=O)C1C=CC=CC=1.[CH3:20][NH:21][CH2:22][C:23]1[CH:28]=[CH:27][CH:26]=[CH:25][CH:24]=1>>[CH3:20][N:21]([CH2:22][C:23]1[CH:28]=[CH:27][CH:26]=[CH:25][CH:24]=1)[C:17]([CH:14]1[CH2:13][CH2:12][NH:11][CH2:16][CH2:15]1)=[O:18]. The reactants are C(C1=CC=CC=C1)OC(=O)N1CCC(CC1)C(=O)Cl (1-benzyloxycarbonylpiperidine-4-carboxylic acid chloride), CNCC1=CC=CC=C1 (N-methylbenzylamine), hydrochloride salt. The product is CN(C(=O)C1CCNCC1)CC1=CC=CC=C1 (4-(N-methyl-N-benzylcarbamoyl)piperidine). Yields the product COc1cccc2c1CCCC2. Starting materials: O=C([O-])[O-], CI, CC(C)=O, [K+], [K+], Oc1cccc2c1CCCC2. RXN SMILES: [C:14](=[O:15])([O-:16])[O-:17].[CH3:12][I:13].[CH3:20][C:21](=[O:22])[CH3:23].[K+:18].[K+:19].[OH:1][c:2]1[cH:3][cH:4][cH:5][c:6]2[c:11]1[CH2:10][CH2:9][CH2:8][CH2:7]2>>[O:1]([c:2]1[cH:3][cH:4][cH:5][c:6]2[c:11]1[CH2:10][CH2:9][CH2:8][CH2:7]2)[CH3:14].